From a dataset of the Open Reaction Database (ORD), a public repository of structured organic reaction records. describe an organic reaction: reactants, conditions, products, and yield Starting materials: FC1=C(C(=O)NC=2C=C3C(=NC2)NN=C3C3CCN(CC3)C(=O)OC(C)(C)C)C(=CC=C1NS(=O)(=O)CCC)F (tert-Butyl 4-(5-(2,6-difluoro-3-(propylsulfonamido)benzamido)-1H-pyrazolo[3,4-b]pyridin-3-yl)piperidine-1-carboxylate), solution, Cl (HCl), O1CCOCC1 (dioxane). Product: Cl.FC1=C(C(=O)NC=2C=C3C(=NC2)NN=C3C3CCNCC3)C(=CC=C1NS(=O)(=O)CCC)F (2,6-difluoro-N-(3-(piperidin-4-yl)-1H-pyrazolo[3,4-b]pyridin-5-yl)-3-(propylsulfonamido)benzamide hydrochloride). The yield is 83.0%. As a reaction SMILES: [F:1][C:2]1[C:32]([NH:33][S:34]([CH2:37][CH2:38][CH3:39])(=[O:36])=[O:35])=[CH:31][CH:30]=[C:29]([F:40])[C:3]=1[C:4]([NH:6][C:7]1[CH:8]=[C:9]2[C:15]([CH:16]3[CH2:21][CH2:20][N:19](C(OC(C)(C)C)=O)[CH2:18][CH2:17]3)=[N:14][NH:13][C:10]2=[N:11][CH:12]=1)=[O:5].[ClH:41].O1CCOCC1>>[ClH:41].[F:1][C:2]1[C:32]([NH:33][S:34]([CH2:37][CH2:38][CH3:39])(=[O:36])=[O:35])=[CH:31][CH:30]=[C:29]([F:40])[C:3]=1[C:4]([NH:6][C:7]1[CH:8]=[C:9]2[C:15]([CH:16]3[CH2:21][CH2:20][NH:19][CH2:18][CH2:17]3)=[N:14][NH:13][C:10]2=[N:11][CH:12]=1)=[O:5] |f:3.4|. Procedure: tert-Butyl 4-(5-(2,6-difluoro-3-(propylsulfonamido)benzamido)-1H-pyrazolo[3,4-b]pyridin-3-yl)piperidine-1-carboxylate (7 mg, 0.01 mmol) was treated with a 0.5M solution of HCl in dioxane (0.5 mL, 2 mmol) at room temperature for 1 hour. The volatiles were removed in vacuo to afford 2,6-difluoro-N-(3-(piperidin-4-yl)-1H-pyrazolo[3,4-b]pyridin-5-yl)-3-(propylsulfonamido)benzamide hydrochloride as a solid (5 mg, 83%). 1H NMR (400 MHz, CD3OD) δ 8.87-8.90 (m, 1H), 8.62-8.58 (m, 1H), 7.70-7.64 (m, 1H),... Starting materials: CC=1N=C2SC3=C(N2C1C(=O)O)C=CC=C3 (2-methylimidazo[2,1-b]benzothiazole-3-carboxylic acid), [H-].[Na+] (sodium hydride), C(C)I (ethyl iodide). Run in CN(C=O)C (dimethylformamide). Run at temperature 40 celsius, time 30 minute. Product: CC=1N=C2SC3=C(N2C1C(=O)OCC)C=CC=C3 (ethyl 2-methylimidazo[2,1-b]benzothiazole-3-carboxylate). Yield: 59.5%. As a reaction SMILES: [CH3:1][C:2]1[N:3]=[C:4]2[N:8]([C:9]=1[C:10]([OH:12])=[O:11])[C:7]1[CH:13]=[CH:14][CH:15]=[CH:16][C:6]=1[S:5]2.[H-].[Na+].[CH2:19](I)[CH3:20]>CN(C)C=O>[CH3:1][C:2]1[N:3]=[C:4]2[N:8]([C:9]=1[C:10]([O:12][CH2:19][CH3:20])=[O:11])[C:7]1[CH:13]=[CH:14][CH:15]=[CH:16][C:6]=1[S:5]2 |f:1.2|. Reported procedure: Subsequently, 6.0 g of 2-methylimidazo[2,1-b]benzothiazole-3-carboxylic acid was suspended in 100 ml of dry dimethylformamide. Under ice cooling, 1.5 g of 60% sodium hydride was added to the suspension. After stirring for 30 minutes, 6.0 g of ethyl iodide was added to the mixture followed by heating at 40° C. overnight. After completion of the reaction, the solvent was removed under reduced pressure. Ether and water were added to the residue, which was fractionated. The residue obtained from the... Starting materials: C1(=CC=CC=C1)C (toluene), [OH-].[Na+] (sodium hydroxide), C1(=CC=CC=C1)S(=O)C1=CNC2=CC=CC=C12 (3-phenylsulfinylindole). Reagents/catalysts: [Cl-].C(C1=CC=CC=C1)[N+](C)(C)C (benzyltrimethylammonium chloride). Run in CCCCCC.C(C)(=O)OCC (hexane ethyl acetate). Product: C(C1=CC=CC=C1)N1C=C(C2=CC=CC=C12)S(=O)C1=CC=CC=C1 (1-Benzyl-3-phenylsulfinylindole), material. As a reaction SMILES: [C:1]1([CH3:7])[CH:6]=[CH:5][CH:4]=[CH:3][CH:2]=1.[OH-].[Na+].[C:10]1([S:16]([C:18]2[C:26]3[C:21](=[CH:22][CH:23]=[CH:24][CH:25]=3)[NH:20][CH:19]=2)=[O:17])[CH:15]=[CH:14][CH:13]=[CH:12][CH:11]=1>[Cl-].C([N+](C)(C)C)C1C=CC=CC=1.CCCCCC.C(OCC)(=O)C>[CH2:7]([N:20]1[C:21]2[C:26](=[CH:25][CH:24]=[CH:23][CH:22]=2)[C:18]([S:16]([C:10]2[CH:15]=[CH:14][CH:13]=[CH:12][CH:11]=2)=[O:17])=[CH:19]1)[C:1]1[CH:6]=[CH:5][CH:4]=[CH:3][CH:2]=1 |f:1.2,4.5,6.7|. Procedure details: A mixture of toluene (100 ml), 50% sodium hydroxide (20 ml), 3-phenylsulfinylindole (4.27 g, 17.7 mmol) and benzyltrimethylammonium chloride (6.01 g, 26.5 mmol) was vigorously stirred at reflux temperature for 4 hours. The organic phase was separated and combined with an ether extract of the aqueous phase. The extract was dried and evaporated in vacuo giving a solid which on crystallization from dichloromethane-hexane gave the solid product. Chromatography of the mother liquor on silica gel usin... Reactants: C1CC(=O)N(C1=O)Br (NBS), N1CCCC2=CC=CC=C12 (1,2,3,4-tetrahydroquinoline), C(C)(=O)OCC (ethyl acetate). Run in petroleum ether, C(Cl)(Cl)(Cl)Cl (carbon tetrachloride). Conditions: temperature 0 celsius, time 3 hour. The product is BrC=1C=C2CCCNC2=CC1 (6-bromo-1,2,3,4-tetrahydroquinoline). Isolated yield 34.5%. Reaction SMILES: C1C(=O)N([Br:8])C(=O)C1.[NH:9]1[C:18]2[C:13](=[CH:14][CH:15]=[CH:16][CH:17]=2)[CH2:12][CH2:11][CH2:10]1.C(OCC)(=O)C>C(Cl)(Cl)(Cl)Cl>[Br:8][C:15]1[CH:14]=[C:13]2[C:18](=[CH:17][CH:16]=1)[NH:9][CH2:10][CH2:11][CH2:12]2. Procedure details: NBS (28 g, 158 mmol) was added to a solution of 1,2,3,4-tetrahydroquinoline (20 g, 150.16 mmol) in carbon tetrachloride (200 mL). The resulting solution was stirred for 3 h at 0° C., extracted with dichloromethane (3×50 mL) and concentrated in vacuo to give a residue, which was applied onto a silica gel column with 1% ethyl acetate in petroleum ether to give 6-bromo-1,2,3,4-tetrahydroquinoline as a yellow solid (11 g, 35%). Reactants: ClC=1C(=C(C=O)C=CC1OC)O (3-chloro-2-hydroxy-4-methoxybenzaldehyde), C(=O)(O)[O-].[Na+] (NaHCO3), NOS(=O)(=O)O (hydroxylamine-O-sulfonic acid), [O-]S(=O)(=O)[O-].[Na+].[Na+] (Na2SO4). Run in O (H2O), O (H2O). Yields the product ClC1=C(C=CC=2C=NOC21)OC (7-chloro-6-methoxy-1,2-benzisoxazole). RXN SMILES: [Cl:1][C:2]1[C:3]([OH:12])=[C:4]([CH:7]=[CH:8][C:9]=1[O:10][CH3:11])[CH:5]=O.[NH2:13]OS(O)(=O)=O.[O-]S([O-])(=O)=O.[Na+].[Na+].C([O-])(O)=O.[Na+]>O>[Cl:1][C:2]1[C:3]2[O:12][N:13]=[CH:5][C:4]=2[CH:7]=[CH:8][C:9]=1[O:10][CH3:11] |f:2.3.4,5.6|. Procedure details: 3-chloro-2-hydroxy-4-methoxybenzaldehyde (1.48 g) is suspended in 15 ml of H2O and hydroxylamine-O-sulfonic acid (1.08 g) is added, along with 0.1 g of Na2SO4. After three hours an additional 15 ml of H2O is added. After a total of four hours the reaction mixture is treated with 8% NaHCO3 solution and then extracted into ether. Evaporation and trituration with hexane gives a solid product. Recrystallization from toluene/hexane gives 7-chloro-6-methoxy-1,2-benzisoxazole, mp 115°-118° C. Starting materials: COC1=NCCCC1, C[N+](=O)[O-]. Product: O=[N+]([O-])C=C1CCCCN1. As a reaction SMILES: [CH3:1][O:2][C:3]1=[N:4][CH2:5][CH2:6][CH2:7][CH2:8]1.[N+:9](=[O:10])([O-:11])[CH3:12]>>[C:3]1(=[CH:12][N+:9](=[O:10])[O-:11])[NH:4][CH2:5][CH2:6][CH2:7][CH2:8]1. Starting materials: CC1(C)CC(=O)OC1=O, Nc1ccc(I)cn1, CN(C)C=O. Yields the product CC1(C)CC(=O)N(c2ccc(I)cn2)C1=O. RXN SMILES: [CH3:9][C:10]1([CH3:17])[C:11](=[O:16])[O:12][C:13](=[O:15])[CH2:14]1.[I:1][c:2]1[cH:3][cH:4][c:5]([NH2:8])[n:6][cH:7]1.[O:18]=[CH:19][N:20]([CH3:21])[CH3:22]>>[I:1][c:2]1[cH:3][cH:4][c:5]([N:8]2[C:11](=[O:16])[C:10]([CH3:9])([CH3:17])[CH2:14][C:13]2=[O:12])[n:6][cH:7]1.